This data is from the Open Reaction Database (ORD), a public repository of structured organic reaction records. The task is: describe an organic reaction: reactants, conditions, products, and yield Starting materials: CC1(C)Oc2ccc(C#N)cc2C2OC21, COC(=O)NN. The product is COC(=O)NNC1c2cc(C#N)ccc2OC(C)(C)C1O. As a reaction SMILES: [C:1](#[N:2])[c:3]1[cH:4][cH:5][c:6]2[c:7]([cH:15]1)[CH:8]1[CH:9]([C:10]([CH3:12])([CH3:13])[O:11]2)[O:14]1.[CH3:16][O:17][C:18]([NH:19][NH2:20])=[O:21]>>[C:1](#[N:2])[c:3]1[cH:4][cH:5][c:6]2[c:7]([cH:15]1)[CH:8]([NH:20][NH:19][C:18]([O:17][CH3:16])=[O:21])[CH:9]([OH:14])[C:10]([CH3:12])([CH3:13])[O:11]2. The reactants are CCOC(=O)c1ccc(COc2ccc(-c3ccc(C)cc3)cc2)o1, CO, [Li+], C1CCOC1, [OH-], O, O. Product: Cc1ccc(-c2ccc(OCc3ccc(C(=O)O)o3)cc2)cc1. RXN SMILES: [CH2:1]([CH3:2])[O:3][C:4](=[O:5])[c:6]1[o:7][c:8]([CH2:11][O:12][c:13]2[cH:14][cH:15][c:16](-[c:19]3[cH:20][cH:21][c:22]([CH3:25])[cH:23][cH:24]3)[cH:17][cH:18]2)[cH:9][cH:10]1.[CH3:34][OH:35].[Li+:28].[O:29]1[CH2:30][CH2:31][CH2:32][CH2:33]1.[OH-:27].[OH2:26].[OH2:36]>>[O:3]=[C:4]([OH:5])[c:6]1[o:7][c:8]([CH2:11][O:12][c:13]2[cH:14][cH:15][c:16](-[c:19]3[cH:20][cH:21][c:22]([CH3:25])[cH:23][cH:24]3)[cH:17][cH:18]2)[cH:9][cH:10]1. The reactants are B, O=C(O)c1cccc2c(Br)c3ccccc3cc12, C1CCOC1, CCOC(C)=O, CCCCCC, O=C(O)c1cccc2cc3ccccc3cc12, OCc1cccc2cc3ccccc3cc12. Product: OCc1cccc2c(Br)c3ccccc3cc12. As a reaction SMILES: [BH3:36].[Br:1][c:2]1[c:3]2[cH:4][cH:5][cH:6][c:7]([C:16](=[O:17])[OH:18])[c:8]2[cH:9][c:10]2[cH:11][cH:12][cH:13][cH:14][c:15]12.[CH2:53]1[O:54][CH2:55][CH2:56][CH2:57]1.[CH3:58][CH2:59][O:60][C:61]([CH3:62])=[O:63].[CH3:64][CH2:65][CH2:66][CH2:67][CH2:68][CH3:69].[c:19]1([C:20]([OH:21])=[O:22])[c:23]2[c:24]([cH:25][c:26]3[c:27]([cH:28]2)[cH:29][cH:30][cH:31][cH:32]3)[cH:33][cH:34][cH:35]1.[c:37]1([CH2:38][OH:39])[c:40]2[c:41]([cH:42][c:43]3[c:44]([cH:45]2)[cH:46][cH:47][cH:48][cH:49]3)[cH:50][cH:51][cH:52]1>>[Br:1][c:2]1[c:3]2[cH:4][cH:5][cH:6][c:7]([CH2:16][OH:17])[c:8]2[cH:9][c:10]2[cH:11][cH:12][cH:13][cH:14][c:15]12. Reactants: CCC1c2ncccc2C(=O)N(C)c2cccnc21, CC(C)(C)[O-], CI, CCOC(C)=O, CS(C)=O, [K+]. Product: CCC1(C)c2ncccc2C(=O)N(C)c2cccnc21. As a reaction SMILES: [CH2:1]([CH3:2])[CH:3]1[c:4]2[c:5]([cH:16][cH:17][cH:18][n:19]2)[N:6]([CH3:15])[C:7](=[O:14])[c:8]2[c:9]1[n:10][cH:11][cH:12][cH:13]2.[CH3:20][C:21]([CH3:22])([O-:23])[CH3:24].[CH3:26][I:27].[CH3:28][CH2:29][O:30][C:31](=[O:32])[CH3:33].[CH3:34][S:35]([CH3:36])=[O:37].[K+:25]>>[CH2:1]([CH3:2])[C:3]1([CH3:20])[c:4]2[c:5]([cH:16][cH:17][cH:18][n:19]2)[N:6]([CH3:15])[C:7](=[O:14])[c:8]2[c:9]1[n:10][cH:11][cH:12][cH:13]2. The reactants are ClC=1C(=NC(=NC1)NC1=C(C=C(C(=C1)C)C1CCNCC1)C)NC1=NNC(=C1)C (5-chloro-N2-(2,5-dimethyl-4-(piperidin-4-yl)phenyl)-N4-(5-methyl-1H-pyrazol-3-yl)pyrimidine-2,4-diamine), ClCCC1=NC(=NO1)C(C)C (5-(2-chloroethyl)-3-isopropyl-1,2,4-oxadiazole), CCN(C(C)C)C(C)C (DIEA). The solvent is CN1CCCC1=O (NMP). Run at temperature 50 celsius, time 3 day. Yields the product ClC=1C(=NC(=NC1)NC1=C(C=C(C(=C1)C)C1CCN(CC1)CCC1=NC(=NO1)C(C)C)C)NC1=NNC(=C1)C (5-Chloro-N2-(4-(1-(2-(3-isopropyl-1,2,4-oxadiazol-5-yl)ethyl)piperidin-4-yl)-2,5-dimethylphenyl)-N4-(5-methyl-1H-pyrazol-3-yl)pyrimidine-2,4-diamine). RXN SMILES: [Cl:1][C:2]1[C:3]([NH:23][C:24]2[CH:28]=[C:27]([CH3:29])[NH:26][N:25]=2)=[N:4][C:5]([NH:8][C:9]2[CH:14]=[C:13]([CH3:15])[C:12]([CH:16]3[CH2:21][CH2:20][NH:19][CH2:18][CH2:17]3)=[CH:11][C:10]=2[CH3:22])=[N:6][CH:7]=1.Cl[CH2:31][CH2:32][C:33]1[O:37][N:36]=[C:35]([CH:38]([CH3:40])[CH3:39])[N:34]=1.CCN(C(C)C)C(C)C>CN1C(=O)CCC1>[Cl:1][C:2]1[C:3]([NH:23][C:24]2[CH:28]=[C:27]([CH3:29])[NH:26][N:25]=2)=[N:4][C:5]([NH:8][C:9]2[CH:14]=[C:13]([CH3:15])[C:12]([CH:16]3[CH2:21][CH2:20][N:19]([CH2:31][CH2:32][C:33]4[O:37][N:36]=[C:35]([CH:38]([CH3:40])[CH3:39])[N:34]=4)[CH2:18][CH2:17]3)=[CH:11][C:10]=2[CH3:22])=[N:6][CH:7]=1. Procedure details: A mixture of 5-chloro-N2-(2,5-dimethyl-4-(piperidin-4-yl)phenyl)-N4-(5-methyl-1H-pyrazol-3-yl)pyrimidine-2,4-diamine (14 mg, 0.033 mmol), 5-(2-chloroethyl)-3-isopropyl-1,2,4-oxadiazole (9 mg, 0.053 mmol) and DIEA (29 uL, 0.17 mmol) in NMP (1 mL) was stirred at 50° C. for 3 days. The crude reaction mixture was purified by RP-HPLC to give 5-Chloro-N2-(4-(1-(2-(3-isopropyl-1,2,4-oxadiazol-5-yl)ethyl)piperidin-4-yl)-2,5-dimethylphenyl)-N4-(5-methyl-1H-pyrazol-3-yl)pyrimidine-2,4-diamine as a white s...